This data is from the Open Reaction Database (ORD), a public repository of structured organic reaction records. The task is: describe an organic reaction: reactants, conditions, products, and yield Reactants: [F-].[K+] (KF), [N+](=O)([O-])C1=C(C(=O)NCC(=O)OCC2=CC=CC=C2)C=CC(=C1)[N+](=O)[O-] (benzyl 2-(2,4-dinitrobenzamido)acetate), C1COCCOCCOCCOCCOCCO1 (18-crown-6). Run in CS(=O)C (DMSO). Product: FC1=C(C(=O)NCC(=O)OCC2=CC=CC=C2)C=CC(=C1)[N+](=O)[O-] (benzyl 2-(2-fluoro-4-nitrobenzamido)acetate), solid. Yield: 46.0%. RXN SMILES: [F-:1].[K+].[N+]([C:6]1[CH:25]=[C:24]([N+:26]([O-:28])=[O:27])[CH:23]=[CH:22][C:7]=1[C:8]([NH:10][CH2:11][C:12]([O:14][CH2:15][C:16]1[CH:21]=[CH:20][CH:19]=[CH:18][CH:17]=1)=[O:13])=[O:9])([O-])=O.C1OCCOCCOCCOCCOCCOC1>CS(C)=O>[F:1][C:6]1[CH:25]=[C:24]([N+:26]([O-:28])=[O:27])[CH:23]=[CH:22][C:7]=1[C:8]([NH:10][CH2:11][C:12]([O:14][CH2:15][C:16]1[CH:21]=[CH:20][CH:19]=[CH:18][CH:17]=1)=[O:13])=[O:9] |f:0.1|. Procedure details: A mixture of spray-dried KF (80 mg, 1.392 mmol), intermediate 1 (100 mg, 0.2785 mmol) and catalytic amount of 18-crown-6 in dry DMSO (2 mL) was irradiated using house hold microwave oven for 1.5 min. Work-up of the reaction mixture as described in example 1 (method A) gave benzyl 2-(2-fluoro-4-nitrobenzamido)acetate as a pale yellow color solid (106 mg, 46%), mp 104-106° C. Which was further reduced as described in example 1 gave compound 1.